This data is from the Open Reaction Database (ORD), a public repository of structured organic reaction records. The task is: describe an organic reaction: reactants, conditions, products, and yield Starting materials: C(#N)C=1C(=C2C=CN(C2=CC1)CC(NO)=N)C(F)(F)F (2-[5-cyano-4-(trifluoromethyl)-1H-indol-1-yl]-N-hydroxyethanimidamide), ClC=1C(=C(C(=O)O)C(=CC1)F)F (3-chloro-2,6-difluorobenzoic acid). Product: ClC=1C(=C(C(=CC1)F)C1=NC(=NO1)CN1C=CC2=C(C(=CC=C12)C#N)C(F)(F)F)F (1-{[5-(3-Chloro-2,6-difluorophenyl)-1,2,4-oxadiazol-3-yl]methyl}-4-(trifluoromethyl)-1H-indole-5-carbonitrile). Reaction SMILES: [C:1]([C:3]1[C:4]([C:17]([F:20])([F:19])[F:18])=[C:5]2[C:9](=[CH:10][CH:11]=1)[N:8]([CH2:12][C:13](=[NH:16])[NH:14][OH:15])[CH:7]=[CH:6]2)#[N:2].[Cl:21][C:22]1[C:23]([F:32])=[C:24]([C:28]([F:31])=[CH:29][CH:30]=1)[C:25](O)=O>>[Cl:21][C:22]1[C:23]([F:32])=[C:24]([C:25]2[O:15][N:14]=[C:13]([CH2:12][N:8]3[C:9]4[C:5](=[C:4]([C:17]([F:19])([F:20])[F:18])[C:3]([C:1]#[N:2])=[CH:11][CH:10]=4)[CH:6]=[CH:7]3)[N:16]=2)[C:28]([F:31])=[CH:29][CH:30]=1. Reported procedure: Synthesized as described in Example 241 from 2-[5-cyano-4-(trifluoromethyl)-1H-indol-1-yl]-N-hydroxyethanimidamide and 3-chloro-2,6-difluorobenzoic acid: MS (APCl) m/z 440 (M+1). Reactants: NiCl2(PCy3)2, Grignard reagent, C[Si](OC=1C=C2CCCCC2=CC1)(C)C (6-trimethylsiloxy-1,2,3,4-tetrahydronaphthalene), CC1=CC=C(C=C1)O (p-methylphenol), C=1(C(=CC=CC1)C=1C(=CC=CC1)C)C (bitoluene), C1(CCCCC1)P(C1CCCCC1)C1CCCCC1 (PCy3), CCCCCCCCCCCCC (tridecane), t-AmOMe. Product: CC1=CC=C(C=C1)C=1C=C2CCCCC2=CC1 (6-(4-methylphenyl)-1,2,3,4-tetrahydronaphthalene). The yield is 67.0%. Reaction SMILES: C1(P(C2CCCCC2)C2CCCCC2)CCCCC1.CCCCCC[CH2:26][CH2:27][CH2:28][CH2:29][CH2:30][CH2:31][CH3:32].C[Si](C)(C)O[C:36]1[CH:37]=[C:38]2[C:43](=[CH:44][CH:45]=1)[CH2:42][CH2:41][CH2:40][CH2:39]2.C1(C)C(C2C(C)=CC=CC=2)=CC=CC=1.CC1C=CC(O)=CC=1>>[CH3:32][C:31]1[CH:26]=[CH:27][C:28]([C:36]2[CH:37]=[C:38]3[C:43](=[CH:44][CH:45]=2)[CH2:42][CH2:41][CH2:40][CH2:39]3)=[CH:29][CH:30]=1. Reported procedure: In a reaction flask was placed NiCl2(PCy3)2 (36.6 mg, 0.0530 mmol), PCy3 (35.0 mg, 0.125 mmol), tridecane (166.7 mg, 0.904 mmol, as an internal standard), and 6-trimethylsiloxy-1,2,3,4-tetrahydronaphthalene (211.4 mg, 0.957 mmol). The solvent in the Grignard reagent (1 M in ether, 3.0 mmol) was exchanged with t-AmOMe (6.0 mL) and this solution added to the above catalyst mixture under a nitrogen atmosphere at room temperature. The resulting solution was stirred for several minutes at room temper... Starting materials: BrCCCCCCCCCCCCCCCCBr (1,16-dibromohexadecane), C(CC)N(CCC)CCC (tripropylamine). Product: [Br-].[Br-].C(CC)[N+](CCCCCCCCCCCCCCCC[N+](CCC)(CCC)CCC)(CCC)CCC (N,N,N,N',N',N'-hexapropyl-1,16-hexadecanediaminium dibromide). As a reaction SMILES: [Br:1][CH2:2][CH2:3][CH2:4][CH2:5][CH2:6][CH2:7][CH2:8][CH2:9][CH2:10][CH2:11][CH2:12][CH2:13][CH2:14][CH2:15][CH2:16][CH2:17]Br.[CH2:19]([N:22]([CH2:26][CH2:27][CH3:28])[CH2:23][CH2:24][CH3:25])[CH2:20][CH3:21]>>[Br-:1].[Br-:1].[CH2:19]([N+:22]([CH2:26][CH2:27][CH3:28])([CH2:23][CH2:24][CH3:25])[CH2:2][CH2:3][CH2:4][CH2:5][CH2:6][CH2:7][CH2:8][CH2:9][CH2:10][CH2:11][CH2:12][CH2:13][CH2:14][CH2:15][CH2:16][CH2:17][N+:22]([CH2:26][CH2:27][CH3:28])([CH2:23][CH2:24][CH3:25])[CH2:19][CH2:20][CH3:21])[CH2:20][CH3:21] |f:2.3.4|. Procedure: The crystalline form of the derivative defined in the title is obtained using the -1,16-dibromohexadecane derivative and tripropylamine according to the conditions described above, M.P. 227° C. Reactants: [N+](=O)([O-])C=1C=C(C=CC1)C=1N=C(SC1C1=CC=NC=C1)C1CCOCC1 (4-[4-(3-nitrophenyl)-2-(tetrahydro-2H-pyran-4-yl)-1,3-thiazol-5-yl]pyridine). Reagents/catalysts: [Zn] (zinc). Run in C(C)O (ethanol), C(C)(=O)O (acetic acid). Yields the product N1=CC=C(C=C1)C1=C(N=C(S1)C1CCOCC1)C=1C=C(N)C=CC1 (3-[5-(pyridin-4-yl)-2-(tetrahydro-2H-pyran-4-yl)-1,3-thiazol-4-yl]aniline). RXN SMILES: [N+:1]([C:4]1[CH:5]=[C:6]([C:10]2[N:11]=[C:12]([CH:21]3[CH2:26][CH2:25][O:24][CH2:23][CH2:22]3)[S:13][C:14]=2[C:15]2[CH:20]=[CH:19][N:18]=[CH:17][CH:16]=2)[CH:7]=[CH:8][CH:9]=1)([O-])=O>C(O)C.C(O)(=O)C.[Zn]>[N:18]1[CH:19]=[CH:20][C:15]([C:14]2[S:13][C:12]([CH:21]3[CH2:26][CH2:25][O:24][CH2:23][CH2:22]3)=[N:11][C:10]=2[C:6]2[CH:5]=[C:4]([CH:9]=[CH:8][CH:7]=2)[NH2:1])=[CH:16][CH:17]=1. Procedure: To a solution of 4-[4-(3-nitrophenyl)-2-(tetrahydro-2H-pyran-4-yl)-1,3-thiazol-5-yl]pyridine in absolute ethanol (5 mL) and acetic acid (1 mL), zinc (300 mg) was added. The mixture was stirred and heated to reflux for 3 h. The mixture was dried up and treated with a small amount of 1 N HCl. After stirring for 1 h, the solution was brought to pH 14 using sodium hydroxide and extracted with DCM. The organic layer was dried with sodium sulfate and evaporated to driness. The solid material so obtain...